Dataset: the Open Reaction Database (ORD), a public repository of structured organic reaction records. Task: describe an organic reaction: reactants, conditions, products, and yield Starting materials: ClC1=C(C(=O)OC)C=C(C(=C1)C#N)F (methyl 2-chloro-4-cyano-5-fluorobenzoate), C(=O)([O-])[O-].[K+].[K+] (K2CO3). The solvent is CO (MeOH). Reaction conditions: time 24 hour. The product is ClC1=C(C(=O)O)C=C(C(=C1)C#N)OC (2-chloro-4-cyano-5-methoxybenzoic acid). As a reaction SMILES: [Cl:1][C:2]1[CH:11]=[C:10]([C:12]#[N:13])[C:9](F)=[CH:8][C:3]=1[C:4]([O:6]C)=[O:5].[C:15]([O-])([O-])=[O:16].[K+].[K+]>CO>[Cl:1][C:2]1[CH:11]=[C:10]([C:12]#[N:13])[C:9]([O:16][CH3:15])=[CH:8][C:3]=1[C:4]([OH:6])=[O:5] |f:1.2.3|. Procedure: A mixture of methyl 2-chloro-4-cyano-5-fluorobenzoate (840 mg; 3.93 mmol; 1 eq.) and K2CO3 (2 717.55 mg; 19.66 mmol; 5 eq.) in MeOH (16.80 mL) was stirred at RT for 24 hours. The reaction mixture was concentrated and the residue was taken up in water. The aqueous layer was washed with EtOAc then the aqueous phase was acidified with HCl cc and extracted with EtOAc. The combined organic phases were washed with water, brine, dried over MgSO4 and concentrated affording the title compound as a yellow... Reactants: CC(C(CC(=O)OC)O)CC=C (Methyl 4-methyl-3-hydroxyhept-6-enoate). The solvent is [OH-].[K+].CO (potassium hydroxide methanol). Run at time 8 hour. The product is CC(C(CC(=O)O)O)CC=C (4-Methyl-3-hydroxyhept-6-enoic acid). RXN SMILES: [CH3:1][CH:2]([CH2:10][CH:11]=[CH2:12])[CH:3]([OH:9])[CH2:4][C:5]([O:7]C)=[O:6]>[OH-].[K+].CO>[CH3:1][CH:2]([CH2:10][CH:11]=[CH2:12])[CH:3]([OH:9])[CH2:4][C:5]([OH:7])=[O:6] |f:1.2.3|. Reported procedure: Methyl 4-methyl-3-hydroxyhept-6-enoate (5.72 g, 33.2 mmol) was dissolved in a 2 N potassium hydroxide-methanol solution (50 mL), and the solution was stirred overnight at room temperature. From the reaction solution, the solvent was distilled off under reduced pressure. To the residue, a 1 N aqueous sodium hydroxide solution was then added, followed by extraction with diethyl ether. The aqueous layer was made acidic by the addition of concentrated hydrochloric acid under ice cooling, followed by... Reactants: CO, O=[N+]([O-])c1cccc2c1CCC2. Yields the product Nc1cccc2c1CCC2. Reaction SMILES: [CH3:13][OH:14].[N+:1]([O-:2])(=[O:3])[c:4]1[c:5]2[c:9]([cH:10][cH:11][cH:12]1)[CH2:8][CH2:7][CH2:6]2>>[NH2:1][c:4]1[c:5]2[c:9]([cH:10][cH:11][cH:12]1)[CH2:8][CH2:7][CH2:6]2. Starting materials: CC1(C)OB(c2cn[nH]c2)OC1(C)C, CC#N, COc1ccc(CCl)cc1, [K+], [K+], O=C([O-])[O-]. Product: COc1ccc(Cn2cc(B3OC(C)(C)C(C)(C)O3)cn2)cc1. RXN SMILES: [CH3:1][C:2]1([CH3:14])[O:3][B:4]([c:9]2[cH:10][n:11][nH:12][cH:13]2)[O:5][C:6]1([CH3:7])[CH3:8].[CH3:31][C:32]#[N:33].[Cl:15][CH2:16][c:17]1[cH:18][cH:19][c:20]([O:23][CH3:24])[cH:21][cH:22]1.[K+:25].[K+:26].[O-:27][C:28]([O-:29])=[O:30]>>[CH3:1][C:2]1([CH3:14])[O:3][B:4]([c:9]2[cH:10][n:11][n:12]([CH2:16][c:17]3[cH:18][cH:19][c:20]([O:23][CH3:24])[cH:21][cH:22]3)[cH:13]2)[O:5][C:6]1([CH3:7])[CH3:8].